This data is from the Open Reaction Database (ORD), a public repository of structured organic reaction records. The task is: describe an organic reaction: reactants, conditions, products, and yield Reactants: Br[Bi](Br)Br, C[Si](C)(C)Br, COCC1OC(OC(C)=O)C(OC(=O)c2ccccc2)C1OC(=O)c1ccccc1, COCC1OC(OC(C)=O)C(OC(=O)c2ccccc2)C1OC(=O)c1ccccc1, N#Cc1nc(NCCc2ccccc2)c2nc[nH]c2n1, CC#N, ClCCl, [NH4+], [NH4+], O=S(=O)([O-])[O-]. The product is COCC1OC(n2cnc3c(NCCc4ccccc4)nc(C#N)nc32)C(OC(=O)c2ccccc2)C1OC(=O)c1ccccc1. As a reaction SMILES: [Bi:93]([Br:94])([Br:95])[Br:96].[Br:88][Si:89]([CH3:90])([CH3:91])[CH3:92].[C:21]([c:22]1[cH:23][cH:24][cH:25][cH:26][cH:27]1)(=[O:28])[O:29][CH:30]1[CH:31]([CH2:48][O:49][CH3:50])[O:32][CH:33]([O:44][C:45](=[O:46])[CH3:47])[CH:34]1[O:35][C:36]([c:37]1[cH:38][cH:39][cH:40][cH:41][cH:42]1)=[O:43].[C:51]([O:52][CH:53]1[CH:54]([O:55][C:56](=[O:57])[c:58]2[cH:59][cH:60][cH:61][cH:62][cH:63]2)[CH:64]([O:65][C:66](=[O:67])[CH3:68])[O:69][CH:70]1[CH2:71][O:72][CH3:73])(=[O:74])[c:75]1[cH:76][cH:77][cH:78][cH:79][cH:80]1.[CH2:1]([CH2:2][c:3]1[cH:4][cH:5][cH:6][cH:7][cH:8]1)[NH:9][c:10]1[c:11]2[n:12][cH:13][nH:14][c:15]2[n:16][c:17]([C:19]#[N:20])[n:18]1.[CH3:100][C:101]#[N:102].[Cl:97][CH2:98][Cl:99].[NH4+:81].[NH4+:82].[O-:83][S:84](=[O:85])(=[O:86])[O-:87]>>[CH2:1]([CH2:2][c:3]1[cH:4][cH:5][cH:6][cH:7][cH:8]1)[NH:9][c:10]1[c:11]2[n:12][cH:13][n:14]([CH:33]3[O:32][CH:31]([CH2:48][O:49][CH3:50])[CH:30]([O:29][C:21]([c:22]4[cH:23][cH:24][cH:25][cH:26][cH:27]4)=[O:28])[CH:34]3[O:35][C:36]([c:37]3[cH:38][cH:39][cH:40][cH:41][cH:42]3)=[O:43])[c:15]2[n:16][c:17]([C:19]#[N:20])[n:18]1. Starting materials: COCCNC=1C(C2=C(SC(=C2)C(=O)OC)C(C1)=O)=O (methyl 4,7-dihydro-5-(2-methoxyethyl)amino-4,7-dioxobenzo[b]thiophene-2-carboxylate), C(C)(=O)OC(C)=O (acetic anhydride), CO (Methanol). Reagents/catalysts: S(O)(O)(=O)=O (sulfuric acid). Reaction conditions: time 1 hour. Yields the product C(C)(=O)N(CCOC)C=1C(C2=C(SC(=C2)C(=O)OC)C(C1)=O)=O (methyl 5-[N-acetyl-N-(2-methoxyethyl)amino]-4,7-dihydro-4,7-dioxobenzo[b]thiophene-2-carboxylate). Reaction SMILES: [CH3:1][O:2][CH2:3][CH2:4][NH:5][C:6]1[C:7](=[O:20])[C:8]2[CH:12]=[C:11]([C:13]([O:15][CH3:16])=[O:14])[S:10][C:9]=2[C:17](=[O:19])[CH:18]=1.CO.[C:23](OC(=O)C)(=[O:25])[CH3:24]>S(=O)(=O)(O)O>[C:23]([N:5]([C:6]1[C:7](=[O:20])[C:8]2[CH:12]=[C:11]([C:13]([O:15][CH3:16])=[O:14])[S:10][C:9]=2[C:17](=[O:19])[CH:18]=1)[CH2:4][CH2:3][O:2][CH3:1])(=[O:25])[CH3:24]. Procedure: Five drops of concentrated sulfuric acid was added to a solution of methyl 4,7-dihydro-5-(2-methoxyethyl)amino-4,7-dioxobenzo[b]thiophene-2-carboxylate (1.2 g) in acetic anhydride (20 ml) and the mixture was stirred at room temperature for 1 hour. Methanol (20 ml) was gradually added to the reaction solution and then the solvent was evaporated. Water was added to the residue and the mixture was extracted with ethyl acetate. The organic layer was washed with water and brine and then dried over an... Reactants: [NH4+].[OH-] (NH4OH), BrCCCCCOC=1C(=CC=C2C(=CC(OC12)=O)NC1=C(C=NC=C1Cl)Cl)OC (8-(5-Bromopentyloxy)-4-(3,5-dichloropyridin-4-ylamino)-7-methoxy-2H-chromen-2-one). The product is NCCCCCOC=1C(=CC=C2C(=CC(OC12)=O)NC1=C(C=NC=C1Cl)Cl)OC (8-(5-Aminopentyloxy)-4-(3,5-dichloropyridin-4-ylamino)-7-methoxy-2H-chromen-2-one). RXN SMILES: [NH4+:1].[OH-].Br[CH2:4][CH2:5][CH2:6][CH2:7][CH2:8][O:9][C:10]1[C:11]([O:30][CH3:31])=[CH:12][CH:13]=[C:14]2[C:19]=1[O:18][C:17](=[O:20])[CH:16]=[C:15]2[NH:21][C:22]1[C:27]([Cl:28])=[CH:26][N:25]=[CH:24][C:23]=1[Cl:29]>>[NH2:1][CH2:4][CH2:5][CH2:6][CH2:7][CH2:8][O:9][C:10]1[C:11]([O:30][CH3:31])=[CH:12][CH:13]=[C:14]2[C:19]=1[O:18][C:17](=[O:20])[CH:16]=[C:15]2[NH:21][C:22]1[C:27]([Cl:28])=[CH:26][N:25]=[CH:24][C:23]=1[Cl:29] |f:0.1|. Reported procedure: The title compound was prepared from 28% NH4OH solution and 8-(5-bromopentyloxy)-4-(3,5-dichloropyridin-4-ylamino)-7-methoxy-2H-chromen-2-one (Example 28) following the procedure outlined in Example 52. 1H NMR (400 MHz, DMSO-d6; HCl salt): δ 9.64 (s, 1H), 8.81 (s, 2H), 8.00 (d, 1H), 7.83 (br, 3H), 7.21 (d, 1H), 4.63 (s, 1H), 3.98 (t, 2H), 3.92 (s, 3H), 2.79 (m, 2H), 1.75-1.50 (m, 6H); MS (ESI): 437.9. The reactants are [Al+3], C1CCOC1, CCOC(=O)c1cc2cc(Cl)c(Cl)cc2[nH]1, [H-], [H-], [H-], [H-], [Li+]. Product: OCc1cc2cc(Cl)c(Cl)cc2[nH]1. As a reaction SMILES: [Al+3:2].[CH2:23]1[O:24][CH2:25][CH2:26][CH2:27]1.[Cl:7][c:8]1[cH:9][c:10]2[cH:11][c:12]([C:18](=[O:19])[O:20][CH2:21][CH3:22])[nH:13][c:14]2[cH:15][c:16]1[Cl:17].[H-:1].[H-:4].[H-:5].[H-:6].[Li+:3]>>[Cl:7][c:8]1[cH:9][c:10]2[cH:11][c:12]([CH2:18][OH:19])[nH:13][c:14]2[cH:15][c:16]1[Cl:17]. Starting materials: CN(CC(O)C(O)C(O)C(O)CO)C(=O)CCCC=Cc1ccc(C2C(CCC(O[Si](C)(C)C(C)(C)C)c3ccc(F)cc3)C(=O)N2c2ccc(F)cc2)cc1, CO, Cl, [Na+], [OH-]. The product is CN(CC(O)C(O)C(O)C(O)CO)C(=O)CCCC=Cc1ccc(C2C(CCC(O)c3ccc(F)cc3)C(=O)N2c2ccc(F)cc2)cc1. As a reaction SMILES: [CH3:1][N:2]([C:3]([CH2:4][CH2:5][CH2:6][CH:7]=[CH:8][c:9]1[cH:10][cH:11][c:12]([CH:15]2[N:16]([c:38]3[cH:39][cH:40][c:41]([F:44])[cH:42][cH:43]3)[C:17](=[O:37])[CH:18]2[CH2:19][CH2:20][CH:21]([c:22]2[cH:23][cH:24][c:25]([F:28])[cH:26][cH:27]2)[O:29][Si:30]([C:31]([CH3:32])([CH3:33])[CH3:34])([CH3:35])[CH3:36])[cH:13][cH:14]1)=[O:45])[CH2:46][CH:47]([CH:48]([CH:49]([CH:50]([CH2:51][OH:52])[OH:53])[OH:54])[OH:55])[OH:56].[CH3:60][OH:61].[ClH:57].[Na+:59].[OH-:58]>>[CH3:1][N:2]([C:3]([CH2:4][CH2:5][CH2:6][CH:7]=[CH:8][c:9]1[cH:10][cH:11][c:12]([CH:15]2[N:16]([c:38]3[cH:39][cH:40][c:41]([F:44])[cH:42][cH:43]3)[C:17](=[O:37])[CH:18]2[CH2:19][CH2:20][CH:21]([c:22]2[cH:23][cH:24][c:25]([F:28])[cH:26][cH:27]2)[OH:29])[cH:13][cH:14]1)=[O:45])[CH2:46][CH:47]([CH:48]([CH:49]([CH:50]([CH2:51][OH:52])[OH:53])[OH:54])[OH:55])[OH:56]. The reactants are CN(C)C=O, CCOC(=O)c1cccnc1Cl, [K+], [K+], O=C([O-])[O-], C1COCCOCCOCCOCCOCCO1, c1ccc(-c2c[nH]cn2)cc1. Product: CCOC(=O)c1cccnc1-n1cnc(-c2ccccc2)c1. As a reaction SMILES: [CH3:48][N:49]([CH3:50])[CH:51]=[O:52].[Cl:1][c:2]1[c:3]([C:4](=[O:5])[O:6][CH2:7][CH3:8])[cH:9][cH:10][cH:11][n:12]1.[K+:24].[K+:25].[O-:26][C:27]([O-:28])=[O:29].[O:30]1[CH2:31][CH2:32][O:33][CH2:34][CH2:35][O:36][CH2:37][CH2:38][O:39][CH2:40][CH2:41][O:42][CH2:43][CH2:44][O:45][CH2:46][CH2:47]1.[c:13]1(-[c:19]2[n:20][cH:21][nH:22][cH:23]2)[cH:14][cH:15][cH:16][cH:17][cH:18]1>>[c:2]1(-[n:22]2[cH:21][n:20][c:19](-[c:13]3[cH:14][cH:15][cH:16][cH:17][cH:18]3)[cH:23]2)[c:3]([C:4](=[O:5])[O:6][CH2:7][CH3:8])[cH:9][cH:10][cH:11][n:12]1. Starting materials: [Na].S(=O)(=O)(O)C1=C(C=O)C=CC=C1 (2-sulfobenzaldehyde sodium salt), S(=O)(Cl)Cl (thionyl chloride). The solvent is C(C)OCC (diethyl ether), O (water), CN(C=O)C (N,N-dimethylformamide). Reaction conditions: temperature 100 celsius, time 3 minute. Yields the product C(=O)C1=C(C=CC=C1)S(=O)(=O)Cl (2-formylbenzenesulfonyl chloride). Yield: 38.2%. Reaction SMILES: [Na].[S:2]([C:6]1[CH:13]=[CH:12][CH:11]=[CH:10][C:7]=1[CH:8]=[O:9])(O)(=[O:4])=[O:3].S(Cl)([Cl:16])=O>CN(C)C=O.C(OCC)C.O>[CH:8]([C:7]1[CH:10]=[CH:11][CH:12]=[CH:13][C:6]=1[S:2]([Cl:16])(=[O:4])=[O:3])=[O:9] |f:0.1,^1:0|. Procedure details: To a solution of 2-sulfobenzaldehyde sodium salt (2.0 g, 9.6 mmol) in 0.8 mL of dry N,N-dimethylformamide was added thionyl chloride (7.0 mL, 96 mmol) under nitrogen at 0° C. After being stirred at 100° C. for 3 min, the reaction mixture was diluted with diethyl ether and water at 0° C., successively. The separated organic layer was washed with water, brine, and dried over MgSO4. After filtration, the filtrate was concentrated in vacuo to obtain crude 2-formylbenzenesulfonyl chloride (0.75 g). Starting materials: ice water, CC1=C(NC2=CC=CC=C12)C=1C=NC=CC1 (3-methyl-2-(3-pyridyl)indole), CN(C=O)C (dimethylformamide), [H-].[Na+] (sodium hydride), CN(C=O)C (dimethylformamide), CN(C=O)C (dimethylformamide). Conditions: time 0.5 hour. Product: OCCCCCCCCN1C(=C(C2=CC=CC=C12)C)C=1C=NC=CC1 (1-(8-hydroxyoctyl)-2-(3-pyridyl)-3-methylindole). As a reaction SMILES: [H-].[Na+].[CH3:3][C:4]1[C:12]2[C:7](=[CH:8][CH:9]=[CH:10][CH:11]=2)[NH:6][C:5]=1[C:13]1[CH:14]=[N:15][CH:16]=[CH:17][CH:18]=1.CN(C)[CH:21]=[O:22]>>[OH:22][CH2:21][CH2:11][CH2:12][CH2:4][CH2:5][CH2:13][CH2:18][CH2:17][N:6]1[C:7]2[C:12](=[CH:11][CH:10]=[CH:9][CH:8]=2)[C:4]([CH3:3])=[C:5]1[C:13]1[CH:14]=[N:15][CH:16]=[CH:17][CH:18]=1 |f:0.1|. Procedure: To a suspension of 2.9 g (0.06 mole) of 50% sodium hydride in mineral oil in 40 ml of dimethylformamide under nitrogen at 0°-5° is added dropwise over 20 minutes a solution of 10.4 g of 3-methyl-2-(3-pyridyl)indole in 60 ml of dimethylformamide. The mixture is stirred for 0.5 hour at 0°-5° followed by the dropwise addition of 17.6 g (0.06 mole) of 1-tetrahydropyranyloxy-8-bromooctoane in 50 ml of dimethylformamide. After stirring at 0°-10° for 1 hour and at room temperature for 0.5 hour, the rea... Starting materials: COC=1C=C2C(=NC=NC2=CC1OC[C@@H]1OC1)OC=1C=C2C=C(NC2=CC1)C ((2R)-6-methoxy-4-(2-methylindol-5-yloxy)-7-(oxiran-2-ylmethoxy)quinazoline), N1CCCC1 (pyrrolidine), C1CCOC1 (THF). Reaction conditions: temperature 75 celsius, time 3 hour. The product is O[C@@H](COC1=CC=C2C(NC=NC2=C1)(OC=1C=C2C=C(NC2=CC1)C)OC)CN1CCCC1 ((2R)-7-(2-hydroxy-3-(pyrrolidin-1-yl)propoxy)4-methoxy-4-(2-methylindol-5-yloxy)quinazoline). Yield: 55.0%. RXN SMILES: CO[C:3]1[CH:4]=[C:5]2[C:10](=[CH:11][C:12]=1[O:13][CH2:14][C@H:15]1[CH2:17][O:16]1)[N:9]=[CH:8][N:7]=[C:6]2[O:18][C:19]1[CH:20]=[C:21]2[C:25](=[CH:26][CH:27]=1)[NH:24][C:23]([CH3:28])=[CH:22]2.[NH:29]1[CH2:33][CH2:32][CH2:31][CH2:30]1.C1C[O:37][CH2:36]C1>>[OH:16][C@H:15]([CH2:17][N:29]1[CH2:33][CH2:32][CH2:31][CH2:30]1)[CH2:14][O:13][C:12]1[CH:11]=[C:10]2[C:5]([C:6]([O:37][CH3:36])([O:18][C:19]3[CH:20]=[C:21]4[C:25](=[CH:26][CH:27]=3)[NH:24][C:23]([CH3:28])=[CH:22]4)[NH:7][CH:8]=[N:9]2)=[CH:4][CH:3]=1. Procedure details: A mixture of the (2R)-6-methoxy-4-(2-methylindol-5-yloxy)-7-(oxiran-2-ylmethoxy)quinazoline (250 mg, 0.66 mmol), (prepared as described for the starting material in Example 269), and pyrrolidine (1.5 ml) in THF (10 ml) was stirred at 75° C. for 3 hours under an atmosphere of nitrogen and then allowed to cool to ambient temperature. The mixture was filtered and the filtrate evaporated in vacuo. The residue was purified by silica gel chromatography using gradient elution with dichloromethane/metha... Reactants: [Cl-], Cl, O=[N+]([O-])c1ccc(F)c(-c2ccccc2)c1, [Na+], [Na+], O=C([O-])[O-], O, O, O. The product is Nc1ccc(F)c(-c2ccccc2)c1. RXN SMILES: [Cl-:19].[ClH:20].[F:1][c:2]1[c:3](-[c:11]2[cH:12][cH:13][cH:14][cH:15][cH:16]2)[cH:4][c:5]([N+:8]([O-:9])=[O:10])[cH:6][cH:7]1.[Na+:21].[Na+:22].[O-:23][C:24](=[O:25])[O-:26].[OH2:17].[OH2:18].[OH2:27]>>[F:1][c:2]1[c:3](-[c:11]2[cH:12][cH:13][cH:14][cH:15][cH:16]2)[cH:4][c:5]([NH2:8])[cH:6][cH:7]1.